describe an organic reaction: reactants, conditions, products, and yield From a dataset of the Open Reaction Database (ORD), a public repository of structured organic reaction records. The reactants are CC(=O)OC1CSC(Oc2cccnc2Br)C(OC(C)=O)C1OC(C)=O, OB(O)c1ccc(F)cc1. Yields the product CC(=O)OC1CSC(Oc2cccnc2-c2ccc(F)cc2)C(OC(C)=O)C1OC(C)=O. As a reaction SMILES: [C:1]([CH3:2])(=[O:3])[O:4][CH:5]1[CH:6]([O:7][c:8]2[c:9]([Br:14])[n:10][cH:11][cH:12][cH:13]2)[S:15][CH2:16][CH:17]([O:23][C:24]([CH3:25])=[O:26])[CH:18]1[O:19][C:20]([CH3:21])=[O:22].[OH:27][B:28]([OH:29])[c:30]1[cH:31][cH:32][c:33]([F:34])[cH:35][cH:36]1>>[C:1]([CH3:2])(=[O:3])[O:4][CH:5]1[CH:6]([O:7][c:8]2[c:9](-[c:30]3[cH:31][cH:32][c:33]([F:34])[cH:35][cH:36]3)[n:10][cH:11][cH:12][cH:13]2)[S:15][CH2:16][CH:17]([O:23][C:24]([CH3:25])=[O:26])[CH:18]1[O:19][C:20]([CH3:21])=[O:22]. Starting materials: FC=1C=C2C(C(=CN(C2=C(C1)C)CC(F)(F)F)C(=O)O)=O (6-fluoro-1,4-dihydro-8-methyl-4-oxo-1-(2,2,2-trifluoroethyl)-3-quinolinecarboxylic acid), S(=O)(Cl)Cl (thionyl chloride), O (water), CO (methanol). Run in N1=CC=CC=C1 (pyridine). Conditions: time 0.5 hour. Product: FC=1C=C2C(C(=CN(C2=C(C1)C)CC(F)(F)F)C(=O)OC)=O (6-fluoro-1,4-dihydro-8-methyl-4-oxo-1-(2,2,2-trifluoroethyl)-3-quinolinecarboxylic acid, methyl ester). As a reaction SMILES: [F:1][C:2]1[CH:3]=[C:4]2[C:9](=[C:10]([CH3:12])[CH:11]=1)[N:8]([CH2:13][C:14]([F:17])([F:16])[F:15])[CH:7]=[C:6]([C:18]([OH:20])=[O:19])[C:5]2=[O:21].S(Cl)(Cl)=O.[CH3:26]O.O>N1C=CC=CC=1>[F:1][C:2]1[CH:3]=[C:4]2[C:9](=[C:10]([CH3:12])[CH:11]=1)[N:8]([CH2:13][C:14]([F:17])([F:16])[F:15])[CH:7]=[C:6]([C:18]([O:20][CH3:26])=[O:19])[C:5]2=[O:21]. Procedure: To a solution of 2.3 g of 6-fluoro-1,4-dihydro-8-methyl-4-oxo-1-(2,2,2-trifluoroethyl)-3-quinolinecarboxylic acid in 25 ml of pyridine, at 0°, was added 1.1 ml of thionyl chloride. The resulting slurry was stirred at room temperature for 0.5 hour and subsequently treated with 5 ml of methanol. After 1 hour, the reaction mixture was poured into 200 ml of water; the resulting white solid was filtered, washed with water, and dried to give 2.0 g of 6-fluoro-1,4-dihydro-8-methyl-4-oxo-1-(2,2,2-triflu... Reactants: ClCCl, [Na+], O, CC(C)(C)OC(=O)Nc1ccccc1CO, O=C([O-])O, BrP(Br)Br. The product is CC(C)(C)OC(=O)Nc1ccccc1CBr. Reaction SMILES: [Cl:27][CH2:28][Cl:29].[Na+:21].[OH2:26].[OH:1][CH2:2][c:3]1[c:4]([NH:9][C:10]([O:11][C:12]([CH3:13])([CH3:14])[CH3:15])=[O:16])[cH:5][cH:6][cH:7][cH:8]1.[OH:22][C:23](=[O:24])[O-:25].[P:17]([Br:18])([Br:19])[Br:20]>>[CH2:2]([c:3]1[c:4]([NH:9][C:10]([O:11][C:12]([CH3:13])([CH3:14])[CH3:15])=[O:16])[cH:5][cH:6][cH:7][cH:8]1)[Br:18]. Starting materials: CCOC(=O)C=Cc1ccoc1C(=O)CC1CCC(c2cc(F)ccc2F)(S(=O)(=O)c2ccc(Cl)cc2)CC1, CO, [Rh]. The product is CCOC(=O)CCc1ccoc1C(=O)CC1CCC(c2cc(F)ccc2F)(S(=O)(=O)c2ccc(Cl)cc2)CC1. Reaction SMILES: [CH2:1]([CH3:2])[O:3][C:4]([CH:5]=[CH:6][c:7]1[c:8]([C:12]([CH2:13][CH:14]2[CH2:15][CH2:16][C:17]([c:20]3[c:21]([F:27])[cH:22][cH:23][c:24]([F:26])[cH:25]3)([S:28](=[O:29])(=[O:30])[c:31]3[cH:32][cH:33][c:34]([Cl:37])[cH:35][cH:36]3)[CH2:18][CH2:19]2)=[O:38])[o:9][cH:10][cH:11]1)=[O:39].[CH3:40][OH:41].[Rh:42]>>[CH2:1]([CH3:2])[O:3][C:4]([CH2:5][CH2:6][c:7]1[c:8]([C:12]([CH2:13][CH:14]2[CH2:15][CH2:16][C:17]([c:20]3[c:21]([F:27])[cH:22][cH:23][c:24]([F:26])[cH:25]3)([S:28](=[O:29])(=[O:30])[c:31]3[cH:32][cH:33][c:34]([Cl:37])[cH:35][cH:36]3)[CH2:18][CH2:19]2)=[O:38])[o:9][cH:10][cH:11]1)=[O:39]. Reactants: C(#N)C1=NC2=CC=C(C=C2C(=C1)NCC(=O)NC1CN(C1)C(=O)OC(C)(C)C)C(F)(F)F (tert-butyl 3-(2-((2-cyano-6-(trifluoromethyl)quinolin-4-yl)amino)acetamido)azetidine-1-carboxylate), C1(=CC=CC=C1)SC (thioanisole), FC(C(=O)O)(F)F (trifluoroacetic acid). Solvent: CCOCC (Et2O), C(Cl)Cl (DCM). Run at time 10 minute. The product is N1CC(C1)NC(CNC1=CC(=NC2=CC=C(C=C12)C(F)(F)F)C#N)=O (N-(azetidin-3-yl)-2-((2-cyano-6-(trifluoromethyl)quinolin-4-yl)amino)acetamide). RXN SMILES: [C:1]([C:3]1[CH:12]=[C:11]([NH:13][CH2:14][C:15]([NH:17][CH:18]2[CH2:21][N:20](C(OC(C)(C)C)=O)[CH2:19]2)=[O:16])[C:10]2[C:5](=[CH:6][CH:7]=[C:8]([C:29]([F:32])([F:31])[F:30])[CH:9]=2)[N:4]=1)#[N:2].C1(SC)C=CC=CC=1.FC(F)(F)C(O)=O>C(Cl)Cl.CCOCC>[NH:20]1[CH2:21][CH:18]([NH:17][C:15](=[O:16])[CH2:14][NH:13][C:11]2[C:10]3[C:5](=[CH:6][CH:7]=[C:8]([C:29]([F:32])([F:31])[F:30])[CH:9]=3)[N:4]=[C:3]([C:1]#[N:2])[CH:12]=2)[CH2:19]1. Reported procedure: A solution of tert-butyl 3-(2-((2-cyano-6-(trifluoromethyl)quinolin-4-yl)amino)acetamido)azetidine-1-carboxylate (3.35 g, 7.45 mmol) from above step E, in DCM (50 mL) was treated with thioanisole (0.25 mL, 2 mmol) and stirred for 10 min and then treated with trifluoroacetic acid (50 mL) dropwise. The resulting opaque solution was stirred for 2.5 h at room temperature and diluted with Et2O (200 mL). Precipitate was formed. This mixture was cooled in the refrigerator and the solvent decanted (soli... Procedure: To a solution of 233 mg of tert-butyl 4-(2-hydroxy propyl)piperidine-1-carboxylate in 4 mL of ethyl acetate was added 3 mL of 4M HCl/EtOAc, followed by stirring at room temperature for 2 hours. The reaction liquid was concentrated under reduced pressure to obtain 4-(2-hydroxypropyl)piperidine hydrochloride. To a solution of the 4-(2-hydroxypropyl)piperidine hydrochloride and 155 mg of indole-2-carboxylic acid in 5 mL of DMF were added 0.15 mL of triethylamine, 190 mg of 1-ethyl-3-(dimethylaminop... Reaction SMILES: Cl.[OH:2][CH:3]([CH3:11])[CH2:4][CH:5]1[CH2:10][CH2:9][NH:8][CH2:7][CH2:6]1.[NH:12]1[C:20]2[C:15](=[CH:16][CH:17]=[CH:18][CH:19]=2)[CH:14]=[C:13]1[C:21](O)=[O:22].Cl.C(N=C=NCCCN(C)C)C.ON1C2C=CC=CC=2N=N1.Cl>CN(C=O)C.C(N(CC)CC)C>[NH:12]1[C:20]2[C:15](=[CH:16][CH:17]=[CH:18][CH:19]=2)[CH:14]=[C:13]1[C:21]([N:8]1[CH2:9][CH2:10][CH:5]([CH2:4][CH:3]([OH:2])[CH3:11])[CH2:6][CH2:7]1)=[O:22] |f:0.1,3.4|. Run at time 1 day. Run in CN(C)C=O (DMF), C(C)N(CC)CC (triethylamine). The product is N1C(=CC2=CC=CC=C12)C(=O)N1CCC(CC1)CC(C)O (1-[1-(1H-indol-2-ylcarbonyl)piperidin-4-yl]propan-2-ol). Reactants: Cl.OC(CC1CCNCC1)C (4-(2-hydroxypropyl)piperidine hydrochloride), N1C(=CC2=CC=CC=C12)C(=O)O (indole-2-carboxylic acid), Cl.C(C)N=C=NCCCN(C)C (1-ethyl-3-(dimethylaminopropyl)carbodiimide hydrochloride), ON1N=NC2=C1C=CC=C2 (1-hydroxybenzotriazole), Cl (hydrochloric acid). The reactants are C1(=CC=CC=C1)CN1[C@@H](CCC1)C1(CC1)N1CCCC1 ((2S)-1-(Phenylmethyl)-2-[1-(1-pyrrolidinyl)cyclopropyl]pyrrolidine), Cl (HCl). Run in CO (MeOH). Yields the product Cl.N1[C@@H](CCC1)C1(CC1)N1CCCC1 (1-{1-[(2S)-2-pyrrolidinyl]cyclopropyl}pyrrolidine hydrochloride). The yield is 99.0%. As a reaction SMILES: C1(C[N:8]2[CH2:12][CH2:11][CH2:10][C@H:9]2[C:13]2([N:16]3[CH2:20][CH2:19][CH2:18][CH2:17]3)[CH2:15][CH2:14]2)C=CC=CC=1.[ClH:21]>CO>[ClH:21].[NH:8]1[CH2:12][CH2:11][CH2:10][C@H:9]1[C:13]1([N:16]2[CH2:20][CH2:19][CH2:18][CH2:17]2)[CH2:14][CH2:15]1 |f:3.4|. Procedure details: (2S)-1-(Phenylmethyl)-2-[1-(1-pyrrolidinyl)cyclopropyl]pyrrolidine (1.083 g, 4.00 mmol) was dissolved in a mixture of MeOH (30 mL) and 1N HCl (8.8 mL), degassed and placed under argon. 10% Pd/C (325 mg) was added, and the contents were thoroughly degassed and placed under a hydrogen balloon for 2 h. The contents were then degassed, and the Pd/C was removed by filtration through a fiberglass filter, washing with MeOH. The filtrate was concentrated in vacuo to provide pure 1-{1-[(2S)-2-pyrrolidiny...